This data is from the Open Reaction Database (ORD), a public repository of structured organic reaction records. The task is: describe an organic reaction: reactants, conditions, products, and yield Reactants: CN(C(=O)NC=1SC(=NN1)S)CC(OC)OC (1-methyl-1-(2,2-dimethoxyethyl)-3-(5-mercapto-1,3,4-thiadiazol-2-yl) urea), Cl (hydrochloric acid). Solvent: O (water). Yields the product CN1C(N(C(C1)O)C=1SC(=NN1)S)=O (1-methyl-4-hydroxy-3-[5-mercapto-1,3,4-thiadiazol-2-yl]imidazolin-2-one). The yield is 76.1%. Reaction SMILES: [CH3:1][N:2]([CH2:12][CH:13]([O:16]C)OC)[C:3]([NH:5][C:6]1[S:7][C:8]([SH:11])=[N:9][N:10]=1)=[O:4].Cl>O>[CH3:1][N:2]1[CH2:12][CH:13]([OH:16])[N:5]([C:6]2[S:7][C:8]([SH:11])=[N:9][N:10]=2)[C:3]1=[O:4]. Reported procedure: In a 500 ml round bottom flask were mixed 1-methyl-1-(2,2-dimethoxyethyl)-3-(5-mercapto-1,3,4-thiadiazol-2-yl) urea (8.0 g, 0.03 mol), water (300 ml) and conc. hydrochloric acid (4 ml). The mixture was stirred vigorously and was heated to reflux for ~1 hour. The mixture was cooled and filtered to give a white solid product which was dried in vacuo, 5.3 g, 76.1% yield, mp 243° C. dec. NMR (NaOD in D2O) 6.0 (t, 1H), 3.5 (d, 2H), 3.0 (S, 3H). IR: (KBr) 3400, 3200, 2900, 1700, 1550, 1500, 1450, 1360...